From a dataset of the Open Reaction Database (ORD), a public repository of structured organic reaction records. describe an organic reaction: reactants, conditions, products, and yield Starting materials: C(CCCCCCC\C=C/CCCCCCCC)(=O)OC (methyl oleate), C(CCCCCCC\C=C/C\C=C/CCCCC)(=O)OC (methyl linoleate), H2WO4, OC(C(=O)O)(CCCCCCCCCCCCCCCC)O (dihydroxystearic acid), S(O)(O)(=O)=O (sulphuric acid), OO (H2O2), OO (H2O2), [OH-].[Na+] (NaOH), OO (H2O2). The product is C(CCCCCCCC(=O)O)(=O)O (azelaic acid), C(CCCCCCCC)(=O)O (pelargonic acid). Procedure details: Into the same apparatus as in Example 1, 100 g of crude methyl oleate (82% purity) containing 9.9% methyl linoleate, 0.75 g of H2WO4 and 1.25 g of dihydroxystearic acid is added. The stirred mixture is brought to 60°-65° C. and 28.6 g of 60% w/w H2O2 is added. The H2O2 is gradually added over about 30 mins in order to maintain the temperature between 60°-70° C. Once the addition of H2O2 is completed the mixture is left at that temperature for another 4 hours. The crude reaction product so obtain... RXN SMILES: [C:1]([O:20]C)(=[O:19])[CH2:2][CH2:3][CH2:4][CH2:5][CH2:6][CH2:7][CH2:8]/[CH:9]=C\CCCCCCCC.C(OC)(=[O:40])CCCCCCC/C=C\C/C=C\CCCCC.[OH:43][C:44]([OH:64])([CH2:48][CH2:49][CH2:50][CH2:51][CH2:52][CH2:53][CH2:54][CH2:55]CCCCCCCC)C(O)=O.OO.[OH-:67].[Na+].S(=O)(=O)(O)O>[Co](Cl)Cl.O>[C:1]([OH:20])(=[O:19])[CH2:2][CH2:3][CH2:4][CH2:5][CH2:6][CH2:7][CH2:8][C:9]([OH:40])=[O:67].[C:44]([OH:64])(=[O:43])[CH2:48][CH2:49][CH2:50][CH2:51][CH2:52][CH2:53][CH2:54][CH3:55] |f:4.5|. Run at temperature 65 celsius, time 4 hour. Yield: 68.8%. The reagents and catalysts are [Co](Cl)Cl (cobalt chloride). Solvent: O (water). Reactants: [N+](=O)([O-])C1=CC=C(C(=O)Cl)C=C1 (4-nitrobenzoyl chloride), C(CC)N (n-propyl amine), C(CC)NC(C1=CC=C(C=C1)[N+](=O)[O-])=O (N-n-propyl4-nitrobenzamide). The product is C(CC)NC(C1=CC=C(C=C1)NC(C)=O)=O (N-n-propyl-4-acetamidobenzamide). RXN SMILES: [N+](C1C=C[C:7]([C:8](Cl)=[O:9])=CC=1)([O-])=O.C(N)CC.[CH2:17]([NH:20][C:21](=[O:31])[C:22]1[CH:27]=[CH:26][C:25]([N+:28]([O-])=O)=[CH:24][CH:23]=1)[CH2:18][CH3:19]>>[CH2:17]([NH:20][C:21](=[O:31])[C:22]1[CH:27]=[CH:26][C:25]([NH:28][C:8](=[O:9])[CH3:7])=[CH:24][CH:23]=1)[CH2:18][CH3:19]. Reported procedure: The method of Example 3 is repeated using 4-nitrobenzoyl chloride and n-propyl amine in the amidation step. This yields N-n-propyl4-nitrobenzamide (CPI1047). Starting materials: ClC=1C(=CC(N(C1)CC(=O)OC(C)(C)C)=O)C1=C(C=CC(=C1)Cl)C#N (tert-butyl [5-chloro-4-(5-chloro-2-cyanophenyl)-2-oxopyridin-1(2H)-yl]acetate), bis(trimethylsilyl)lithium amide, FC(S(=O)(=O)OCCOC(F)(F)F)(F)F (2-(trifluoromethoxy)ethyl trifluoromethanesulphonate). Yields the product ClC=1C(=CC(N(C1)C(C(=O)OC(C)(C)C)CCOC(F)(F)F)=O)C1=C(C=CC(=C1)Cl)C#N (tert-Butyl 2-[5-chloro-4-(5-chloro-2-cyanophenyl)-2-oxopyridin-1(2H)-yl]-4-(trifluoromethoxy)butanoate). Reaction SMILES: [Cl:1][C:2]1[C:3]([C:17]2[CH:22]=[C:21]([Cl:23])[CH:20]=[CH:19][C:18]=2[C:24]#[N:25])=[CH:4][C:5](=[O:16])[N:6]([CH2:8][C:9]([O:11][C:12]([CH3:15])([CH3:14])[CH3:13])=[O:10])[CH:7]=1.FC(F)(F)S(O[CH2:32][CH2:33][O:34][C:35]([F:38])([F:37])[F:36])(=O)=O>>[Cl:1][C:2]1[C:3]([C:17]2[CH:22]=[C:21]([Cl:23])[CH:20]=[CH:19][C:18]=2[C:24]#[N:25])=[CH:4][C:5](=[O:16])[N:6]([CH:8]([CH2:32][CH2:33][O:34][C:35]([F:38])([F:37])[F:36])[C:9]([O:11][C:12]([CH3:15])([CH3:14])[CH3:13])=[O:10])[CH:7]=1. Procedure: 300 mg (0.79 mmol) of tert-butyl [5-chloro-4-(5-chloro-2-cyanophenyl)-2-oxopyridin-1(2H)-yl]acetate in the presence of 0.95 ml (0.95 mmol, 1.2 eq.) of bis(trimethylsilyl)lithium amide (1M in THF) and 207 mg (0.79 mmol, 1.0 eq.) of 2-(trifluoromethoxy)ethyl trifluoromethanesulphonate were reacted according to General Method 7B. Yield: 244 mg (purity 92%, 58% of theory) Reactants: BrCC=1C=C(SC1)CNS(=O)(=O)C1=CC=CC=C1 (4-bromomethylphenylsulphonyl-2-thienylmethylamine), COS(=O)(=O)OC (dimethylsulphate), C([O-])([O-])=O.[K+].[K+] (potassium carbonate). Run in CC(=O)C (acetone). Run at time 8 hour. The product is CN(CC=1SC=C(C1)CBr)S(=O)(=O)C1=CC=CC=C1 (N-methyl 4-bromomethylphenylsulphonyl-2-thienylmethylamine). Isolated yield 15.4%. As a reaction SMILES: [Br:1][CH2:2][C:3]1[CH:4]=[C:5]([CH2:8][NH:9][S:10]([C:13]2[CH:18]=[CH:17][CH:16]=[CH:15][CH:14]=2)(=[O:12])=[O:11])[S:6][CH:7]=1.[CH3:19]OS(OC)(=O)=O.C(=O)([O-])[O-].[K+].[K+]>CC(C)=O>[CH3:19][N:9]([S:10]([C:13]1[CH:18]=[CH:17][CH:16]=[CH:15][CH:14]=1)(=[O:11])=[O:12])[CH2:8][C:5]1[S:6][CH:7]=[C:3]([CH2:2][Br:1])[CH:4]=1 |f:2.3.4|. Reported procedure: A mixture of 4-bromomethylphenylsulphonyl-2-thienylmethylamine (10.0 g, 28.9 mmol), dimethylsulphate (2.75 ml, 28.9 mmol) and potassium carbonate (19.96 g, 144 mmol) in acetone (100 ml) was stirred overnight at room temperature. The solvent was removed under reduced pressure and the residue taken up in ethyl acetate, washed with water and brine, dried, filtered and evaporated. Chromatography of the residue (1:2 ethyl acetate/hexane) gave N-methyl 4-bromomethylphenylsulphonyl-2-thienylmethylamine... RXN SMILES: [C:1]([O:5][C:6]([N:8]([CH2:30][C@H:31]([OH:38])[C:32]1[CH:37]=[CH:36][CH:35]=[CH:34][CH:33]=1)[CH2:9][CH2:10][C:11]1[CH:16]=[CH:15][C:14]([C:17]2[CH:22]=[CH:21][C:20]([C:23](O)=[O:24])=[C:19]([S:26][CH:27]([CH3:29])[CH3:28])[CH:18]=2)=[CH:13][CH:12]=1)=[O:7])([CH3:4])([CH3:3])[CH3:2].[CH3:39][S:40]([NH2:43])(=[O:42])=[O:41].Cl.CN(C)CCCN=C=NCC.Cl>CN(C)C=O.CN(C)C1C=CN=CC=1>[OH:38][C@H:31]([C:32]1[CH:37]=[CH:36][CH:35]=[CH:34][CH:33]=1)[CH2:30][N:8]([CH2:9][CH2:10][C:11]1[CH:12]=[CH:13][C:14]([C:17]2[CH:22]=[CH:21][C:20]([C:23]([NH:43][S:40]([CH3:39])(=[O:42])=[O:41])=[O:24])=[C:19]([S:26][CH:27]([CH3:29])[CH3:28])[CH:18]=2)=[CH:15][CH:16]=1)[C:6](=[O:7])[O:5][C:1]([CH3:4])([CH3:2])[CH3:3] |f:2.3|. The reagents and catalysts are CN(C1=CC=NC=C1)C (4-(dimethylamino)pyridine). The product is O[C@@H](CN(C(OC(C)(C)C)=O)CCC1=CC=C(C=C1)C1=CC(=C(C=C1)C(=O)NS(=O)(=O)C)SC(C)C)C1=CC=CC=C1 (tert-butyl [(2R)-2-hydroxy-2-phenylethyl](2-[3′-(isopropylthio)-4′-[[(methylsulfonyl)amino]carbonyl]-4-biphenylyl]ethyl]-carbamate). Procedure: To a solution of 4′-[2-[(tert-butoxycarbonyl)[(2R)-2-hydroxy-2-phenylethyl]amino]ethyl]-3-(isopropylthio)-4-biphenycarboxylic acid (131 mg) in N,N-dimethylformamide (2.6 ml) were added methanesulfonamide (24.9 mg), 4-(dimethylamino)pyridine (43.7 mg) and 1-(3-dimethylaminopropyl)-3-ethylcarbodiimide hydrochloride (91.4 mg) at room temperature and the mixture was stirred at the same temperature for 72 hours. The mixture was poured into aqueous hydrochloric acid solution (0.3N) and extracted with ... The yield is 6.7%. The solvent is CN(C=O)C (N,N-dimethylformamide). Run at time 72 hour. Starting materials: Cl (hydrochloric acid), C(C)(C)(C)OC(=O)N(CCC1=CC=C(C=C1)C1=CC(=C(C=C1)C(=O)O)SC(C)C)C[C@@H](C1=CC=CC=C1)O (4′-[2-[(tert-butoxycarbonyl)[(2R)-2-hydroxy-2-phenylethyl]amino]ethyl]-3-(isopropylthio)-4-biphenycarboxylic acid), CS(=O)(=O)N (methanesulfonamide), Cl.CN(CCCN=C=NCC)C (1-(3-dimethylaminopropyl)-3-ethylcarbodiimide hydrochloride). Starting materials: [Si](C)(C)(C(C)(C)C)OC=1C=C(C(Cl)C2=CC=C(C=C2)S(=O)(=O)N(C)C)C=CC1 (4-(3-(tert-butyldimethylsilyloxy)-α-chlorobenzyl)-N,N-dimethylbenzenesulfonamide), C[C@@H]1NC[C@H](NC1)C (trans-2,5-dimethylpiperazine), ice water. The solvent is CN(C=O)C (dimethylformamide). Reaction conditions: temperature 140 celsius. Product: C[C@@H]1N(C[C@H](NC1)C)C(C1=CC(=CC=C1)O[Si](C)(C)C(C)(C)C)C1=CC=C(C=C1)S(=O)(=O)N(C)C (trans-4-(α-(2,5-dimethyl-1-piperazinyl)-3-(tert-butyldimethylsilyloxy)benzyl)-N,N-dimethylbenzenesulfonamide). The yield is 26.6%. RXN SMILES: [Si:1]([O:8][C:9]1[CH:10]=[C:11]([CH:26]=[CH:27][CH:28]=1)[CH:12]([C:14]1[CH:19]=[CH:18][C:17]([S:20]([N:23]([CH3:25])[CH3:24])(=[O:22])=[O:21])=[CH:16][CH:15]=1)Cl)([C:4]([CH3:7])([CH3:6])[CH3:5])([CH3:3])[CH3:2].[CH3:29][C@H:30]1[CH2:35][NH:34][C@H:33]([CH3:36])[CH2:32][NH:31]1>CN(C)C=O>[CH3:29][C@H:30]1[CH2:35][NH:34][C@H:33]([CH3:36])[CH2:32][N:31]1[CH:12]([C:14]1[CH:19]=[CH:18][C:17]([S:20]([N:23]([CH3:25])[CH3:24])(=[O:22])=[O:21])=[CH:16][CH:15]=1)[C:11]1[CH:26]=[CH:27][CH:28]=[C:9]([O:8][Si:1]([C:4]([CH3:7])([CH3:6])[CH3:5])([CH3:3])[CH3:2])[CH:10]=1. Reported procedure: The alcohol (88.8 g, 0.21 mol) was treated with thionyl chloride in dichloromethane as described in Example 1 to give 93.7 g of 4-(3-(tert-butyldimethylsilyloxy)-α-chlorobenzyl)-N,N-dimethylbenzenesulfonamide as a brown oil. The crude benzhydryl chloride (93.7 g, 0.21 mol) was combined with trans-2,5-dimethylpiperazine (71.8 g, 0.63 mol) in 400 mL of dimethylformamide and heated to 140° C. for 1 hour. The mixture was cooled to room temperature, poured into ice water and extracted with diethyl et... RXN SMILES: [C:14]([CH3:15])([CH3:16])([CH3:17])[O:18][C:19]([NH:20][CH2:21][c:22]1[cH:23][cH:24][c:25]([Br:28])[cH:26][cH:27]1)=[O:29].[CH3:1][O:2][c:3]1[n:4][cH:5][c:6]([C:12]#[N:13])[cH:7][c:8]1[B:9]([OH:10])[OH:11].[CH3:36][O:37][CH2:38][CH2:39][O:40][CH3:41].[Na+:30].[Na+:31].[O-:32][C:33](=[O:34])[O-:35].[cH:42]1[cH:43][cH:44][c:45]([P:46]([Pd:47]([P:48]([c:49]2[cH:50][cH:51][cH:52][cH:53][cH:54]2)([c:55]2[cH:56][cH:57][cH:58][cH:59][cH:60]2)[c:61]2[cH:62][cH:63][cH:64][cH:65][cH:66]2)([P:67]([c:68]2[cH:69][cH:70][cH:71][cH:72][cH:73]2)([c:74]2[cH:75][cH:76][cH:77][cH:78][cH:79]2)[c:80]2[cH:81][cH:82][cH:83][cH:84][cH:85]2)[P:86]([c:87]2[cH:88][cH:89][cH:90][cH:91][cH:92]2)([c:93]2[cH:94][cH:95][cH:96][cH:97][cH:98]2)[c:99]2[cH:100][cH:101][cH:102][cH:103][cH:104]2)([c:105]2[cH:106][cH:107][cH:108][cH:109][cH:110]2)[c:111]2[cH:112][cH:113][cH:114][cH:115][cH:116]2)[cH:117][cH:118]1>>[CH3:1][O:2][c:3]1[n:4][cH:5][c:6]([C:12]#[N:13])[cH:7][c:8]1-[c:25]1[cH:24][cH:23][c:22]([CH2:21][NH:20][C:19]([O:18][C:14]([CH3:15])([CH3:16])[CH3:17])=[O:29])[cH:27][cH:26]1. Product: COc1ncc(C#N)cc1-c1ccc(CNC(=O)OC(C)(C)C)cc1. Starting materials: CC(C)(C)OC(=O)NCc1ccc(Br)cc1, COc1ncc(C#N)cc1B(O)O, COCCOC, [Na+], [Na+], O=C([O-])[O-], c1ccc(P(c2ccccc2)(c2ccccc2)[Pd](P(c2ccccc2)(c2ccccc2)c2ccccc2)(P(c2ccccc2)(c2ccccc2)c2ccccc2)P(c2ccccc2)(c2ccccc2)c2ccccc2)cc1. Isolated yield 72.0%. Product: CC(C)S(=O)(=O)NCC(C)C1=CC=C(C=C1)CCNS(=O)(=O)C(C)C ([(methylethyl)sulfonyl]{2-[4-(2-{[(methylethyl)sulfonyl]amino}ethyl)phenyl]propyl}amine). Procedure details: Scheme Va, step C: {2-[4-(2-Aminoethyl)phenyl]propyl}[(methylethyl)sulfonyl]amine (0.15 g, 0.53 mmol, prepared in example 12), isopropylsulfonyl chloride (0.1 mL, 0.58 mmol) and DBU (0.1 mL, 0.61 mmol) were combined and sulfonylation was carried out in a manner analogous to the procedure described in example 2 to provide the title compound, [(methylethyl)sulfonyl]{2-[4-(2-{[(methylethyl)sulfonyl]amino}ethyl)phenyl]propyl}amine, (0.149 g, 72%) as a white crystalline solid. Electron spray M.S. 391... Reaction SMILES: [CH3:1][CH:2]([C:11]1[CH:16]=[CH:15][C:14]([CH2:17][CH2:18][NH:19]C(OCC2C=CC=CC=2)=O)=[CH:13][CH:12]=1)[CH2:3][NH:4][S:5]([CH:8]([CH3:10])[CH3:9])(=[O:7])=[O:6].[CH:30]([S:33](Cl)(=[O:35])=[O:34])([CH3:32])[CH3:31].C1CCN2C(=NCCC2)CC1>>[CH3:10][CH:8]([S:5]([NH:4][CH2:3][CH:2]([C:11]1[CH:12]=[CH:13][C:14]([CH2:17][CH2:18][NH:19][S:33]([CH:30]([CH3:32])[CH3:31])(=[O:35])=[O:34])=[CH:15][CH:16]=1)[CH3:1])(=[O:6])=[O:7])[CH3:9]. Starting materials: CC(CNS(=O)(=O)C(C)C)C1=CC=C(C=C1)CCNC(=O)OCC1=CC=CC=C1 (N{2-[4-(1-methyl-2-{[(methylethyl)sulfonyl]amino}ethyl)phenyl]ethyl}(phenylmethoxy)carboxamide), C(C)(C)S(=O)(=O)Cl (isopropylsulfonyl chloride), C1CCC2=NCCCN2CC1 (DBU). The reactants are C(C1=CC=CC=C1)N1CC(OCC1)C1=CC(=C(C=C1)O)Cl (4-(4-benzyl-morpholin-2-yl)-2-chloro-phenol), ClC1=C(C(=CC=C1)Cl)F (2,6-dichlorofluorobenzene), C(=O)([O-])[O-].[K+].[K+] (K2CO3). The solvent is CN(C)C=O (DMF), CCOC(=O)C (EtOAc). Product: C(C1=CC=CC=C1)N1CC(OCC1)C1=CC(=C(C=C1)OC1=C(C=CC=C1Cl)Cl)Cl (4-Benzyl-2-[3-chloro-4-(2,6-dichloro-phenoxy)-phenyl]-morpholine). Yield: 50.0%. Reaction SMILES: [CH2:1]([N:8]1[CH2:13][CH2:12][O:11][CH:10]([C:14]2[CH:19]=[CH:18][C:17]([OH:20])=[C:16]([Cl:21])[CH:15]=2)[CH2:9]1)[C:2]1[CH:7]=[CH:6][CH:5]=[CH:4][CH:3]=1.[Cl:22][C:23]1[CH:28]=[CH:27][CH:26]=[C:25]([Cl:29])[C:24]=1F.C([O-])([O-])=O.[K+].[K+]>CN(C=O)C.CCOC(C)=O>[CH2:1]([N:8]1[CH2:13][CH2:12][O:11][CH:10]([C:14]2[CH:19]=[CH:18][C:17]([O:20][C:24]3[C:23]([Cl:22])=[CH:28][CH:27]=[CH:26][C:25]=3[Cl:29])=[C:16]([Cl:21])[CH:15]=2)[CH2:9]1)[C:2]1[CH:3]=[CH:4][CH:5]=[CH:6][CH:7]=1 |f:2.3.4|. Procedure details: A solution of 4-(4-benzyl-morpholin-2-yl)-2-chloro-phenol (0.50 g; 1.56 mmol), 2,6-dichlorofluorobenzene (0.26 g; 1.56 mmol) and K2CO3 (0.32 g; 2.35 mmol) in DMF (10 mL) was heated at 100° C. for three days. After cooling to RT, the mixture was diluted with EtOAc and washed with water (3×). The organic layer was dried (MgSO4), filtered, and concentrated in vacuo. The residue was purified by column chromatography (SiO2, CH2Cl2/MeOH 99.5:0.5) to afford 4-Benzyl-2-[3-chloro-4-(2,6-dichloro-phenoxy)... Reactants: C(=O)C(CCCCN1C=NC=C1)(C)C (1-(5-formyl-5-methylhexyl)imidazole), COC(=O)CP(OCC)(OCC)=O (diethyl methoxycarbonylmethylphosphonate). Yields the product COC(=O)/C=C/C(CCCCN1C=NC=C1)(C)C ((E)-1-(7-methoxycarbonyl-5,5-dimethyl-6-heptenyl)imidazole). As a reaction SMILES: [CH:1]([C:3]([CH3:14])([CH3:13])[CH2:4][CH2:5][CH2:6][CH2:7][N:8]1[CH:12]=[CH:11][N:10]=[CH:9]1)=O.[CH3:15][O:16][C:17]([CH2:19]P(=O)(OCC)OCC)=[O:18]>>[CH3:15][O:16][C:17](/[CH:19]=[CH:1]/[C:3]([CH3:14])([CH3:13])[CH2:4][CH2:5][CH2:6][CH2:7][N:8]1[CH:12]=[CH:11][N:10]=[CH:9]1)=[O:18]. Procedure details: By the proceeding as described in Example 1 but utilizing 1-(5-formyl-5-methylhexyl)imidazole and diethyl methoxycarbonylmethylphosphonate, there was obtained the title compound having the following physical characteristic in 66% yields: